From a dataset of the Open Reaction Database (ORD), a public repository of structured organic reaction records. describe an organic reaction: reactants, conditions, products, and yield Reactants: CC(C)(C)C1=C(C(=CC(=C1)C=1NN=C(N1)SC)C(C)(C)C)O (2,6-Bis(1,1-dimethylethyl)-4-[5-(methylthio)-2H-1,2,4-triazol-3-yl]phenol), C1=CC(=C(C(=C1)OO)C(=O)O)C(=O)O (monoperoxyphthalic acid), magnesium salt. Run in C(C)O (ethanol), O (water). Reaction conditions: time 2 hour. Product: CC(C)(C)C1=C(C(=CC(=C1)C=1NN=C(N1)S(=O)C)C(C)(C)C)O (2,6-Bis(1,1-dimethylethyl)-4-[5-(methylsulfinyl)-2H-1,2,4-triazol-3-yl]phenol). The yield is 30.0%. As a reaction SMILES: [CH3:1][C:2]([C:5]1[CH:10]=[C:9]([C:11]2[NH:12][N:13]=[C:14]([S:16][CH3:17])[N:15]=2)[CH:8]=[C:7]([C:18]([CH3:21])([CH3:20])[CH3:19])[C:6]=1[OH:22])([CH3:4])[CH3:3].C1C=C([O:29]O)C(C(O)=O)=C(C(O)=O)C=1>C(O)C.O>[CH3:19][C:18]([C:7]1[CH:8]=[C:9]([C:11]2[NH:12][N:13]=[C:14]([S:16]([CH3:17])=[O:29])[N:15]=2)[CH:10]=[C:5]([C:2]([CH3:1])([CH3:3])[CH3:4])[C:6]=1[OH:22])([CH3:21])[CH3:20]. Procedure: A 50° C. solution of 1.0 g (3.13 mmol) of the methylthiotriazole (Example 43) in 50 ml of 95% ethanol is treated dropwise with a solution of 0.92 g (2.98 mmol) of 80% monoperoxyphthalic acid, magnesium salt (MMPP) in 4.5 ml of water over 20 minutes. The resulting reaction mixture is stirred at 40° to 50° C. for two hours and concentrated in vacuo. The residue is dissolved in ethyl acetate, extracted with saturated aqueous NaHCO3 (three times), water and brine, dried over Na2SO4 and concentrated ... Starting materials: BrBr (bromine), COC1=CC=C(C=C1)C1=C(C(=C(S1)C(=O)OC)C)C (methyl 5-(4-methoxyphenyl)-3,4-dimethylthiophene-2-carboxylate). Solvent: C(C)(=O)O (acetic acid). Run at temperature 25 celsius. Yields the product BrC=1C=C(C=CC1OC)C1=C(C(=C(S1)C(=O)OC)C)C (Methyl 5-(3-bromo-4-methoxyphenyl)-3,4-dimethylthiophene-2-carboxylate). The yield is 85.4%. Reaction SMILES: [Br:1]Br.[CH3:3][O:4][C:5]1[CH:10]=[CH:9][C:8]([C:11]2[S:15][C:14]([C:16]([O:18][CH3:19])=[O:17])=[C:13]([CH3:20])[C:12]=2[CH3:21])=[CH:7][CH:6]=1>C(O)(=O)C>[Br:1][C:6]1[CH:7]=[C:8]([C:11]2[S:15][C:14]([C:16]([O:18][CH3:19])=[O:17])=[C:13]([CH3:20])[C:12]=2[CH3:21])[CH:9]=[CH:10][C:5]=1[O:4][CH3:3]. Procedure: Liquid bromine (0.58 g, 0.19 ml, 3.60 mmol) was added to a solution of methyl 5-(4-methoxyphenyl)-3,4-dimethylthiophene-2-carboxylate (step-3, 0.83 g, 3.00 mmol) in acetic acid (20 ml) under stirring at 25° C. The reaction mixture was then stirred at 25° C. for 3 hrs. The progress of the reaction was monitored by TLC. The reaction mixture was concentrated under reduced pressure. The residue was dissolved in ethyl acetate (100 ml). The resulting mixture was washed with saturated sodium bicarbonat... The reactants are C(#C)C1=NC=CC=C1 (2-ethynylpyridine), O1CCC(CC1)=O (tetrahydro-4H-pyran-4-one). Yields the product O1CCC(=CC1)C#CC1=NC=CC=C1 (2-(3,6-dihydro-2H-pyran-4-ylethynyl)pyridine). Reaction SMILES: [C:1]([C:3]1[CH:8]=[CH:7][CH:6]=[CH:5][N:4]=1)#[CH:2].[O:9]1[CH2:14][CH2:13][C:12](=O)[CH2:11][CH2:10]1>>[O:9]1[CH2:10][CH:11]=[C:12]([C:2]#[C:1][C:3]2[CH:8]=[CH:7][CH:6]=[CH:5][N:4]=2)[CH2:13][CH2:14]1. Procedure: Reactants: 2-ethynylpyridine (6.0 mmol, 618 mg), tetrahydro-4H-pyran-4-one (6.0 mmol, 600 mg); yields 2-(3,6-dihydro-2H-pyran-4-ylethynyl)pyridine as a transparent oil (200 mg, 18% overall yield). 1H NMR (CDCl3, 300 MHz) Δ8.57 (m, 1H), 7.63 (m, 1H), 7.44 (m, 1H), 7.21 (m, 1H), 6.29 (m, 1H), 4.25 (m, 2H) 3.81 (m, 2H), 2.36 (m, 2H). MS (EI ionization) 185 (M+). The reactants are FC=1C=C(C=CC1N1CC(C1)(C)OC)[N+](=O)[O-] (3-fluoro-4-(3-methoxy-3-methyl-1-azetidinyl)nitrobenzene), O1CCCC1.CO (tetrahydrofuran methanol), N#N (N2), C(=O)[O-].[NH4+] (Ammonium formate), C([O-])(O)=O.[Na+] (sodium bicarbonate), ClC(=O)OCC1=CC=CC=C1 (benzyl chloroformate). Reagents/catalysts: [Pd] (palladium/carbon). The solvent is CC(=O)C.O (acetone water), ClCCl (dichloromethane). Reaction conditions: time 20 minute. The product is FC=1C=C(C=CC1N1CC(C1)(C)OC)N1C(O[C@H](C1)CNC(C)=O)=O ((S)-N-[[3-[3-fluoro-4-(3-methoxy-3-methyl-1-azetidinyl)phenyl]-2-oxo-5-oxazolidinyl]methyl]acetamide). Isolated yield 89.0%. RXN SMILES: [F:1][C:2]1[CH:3]=[C:4]([N+:15]([O-])=O)[CH:5]=[CH:6][C:7]=1[N:8]1[CH2:11][C:10]([O:13][CH3:14])([CH3:12])[CH2:9]1.[N:18]#N.[CH:20]([O-:22])=[O:21].[NH4+].C(=O)(O)[O-].[Na+].ClC(OC[C:34]1[CH:39]=[CH:38]C=CC=1)=O.[O:40]1CC[CH2:42][CH2:41]1.CO>CC(C)=O.O.[Pd].ClCCl>[F:1][C:2]1[CH:3]=[C:4]([N:15]2[CH2:34][C@H:39]([CH2:38][NH:18][C:41](=[O:40])[CH3:42])[O:21][C:20]2=[O:22])[CH:5]=[CH:6][C:7]=1[N:8]1[CH2:11][C:10]([O:13][CH3:14])([CH3:12])[CH2:9]1 |f:2.3,4.5,7.8,9.10|. Reported procedure: A solution of 3-fluoro-4-(3-methoxy-3-methyl-1-azetidinyl)nitrobenzene (1.60 g, 6.7 mmol) in 25% tetrahydrofuran/methanol (35 mL) was degassed by repeated evacuation and filling with N2 and then treated with 10% palladium/carbon (0.160 g). Ammonium formate (2.10 g, 33.3 mmol) was then added and the mixture degassed a final time. The reaction mixture was stirred at ambient temperature for 20 minutes, during which time the yellow reaction mixture became colorless. TLC analysis (2:1 hexane/ethyl ac... Starting materials: COC(=O)C1=C(C=2C=NC=CC2N1CCO[Si](C(C)C)(C(C)C)C(C)C)NC1=C(C=C(C=C1)[Si](C)(C)C)F (3-(2-fluoro-4-trimethylsilanyl-phenylamino)-1-(2-triisopropylsilanyloxy-ethyl)-1H-pyrrolo[3,2-c]pyridine-2-carboxylic acid methyl ester), ICl (iodine monochloride). The solvent is C(Cl)Cl (DCM). Run at time 1 hour. The product is COC(=O)C1=C(C=2C=NC=CC2N1CCO[Si](C(C)C)(C(C)C)C(C)C)NC1=C(C=C(C=C1)I)F (3-(2-Fluoro-4-iodo-phenylamino)-1-(2-triisopropylsilanyloxy-ethyl)-1H-pyrrolo[3,2-c]pyridine-2-carboxylic acid methyl ester). Yield: 79.0%. Reaction SMILES: [CH3:1][O:2][C:3]([C:5]1[N:13]([CH2:14][CH2:15][O:16][Si:17]([CH:24]([CH3:26])[CH3:25])([CH:21]([CH3:23])[CH3:22])[CH:18]([CH3:20])[CH3:19])[C:12]2[CH:11]=[CH:10][N:9]=[CH:8][C:7]=2[C:6]=1[NH:27][C:28]1[CH:33]=[CH:32][C:31]([Si](C)(C)C)=[CH:30][C:29]=1[F:38])=[O:4].[I:39]Cl>C(Cl)Cl>[CH3:1][O:2][C:3]([C:5]1[N:13]([CH2:14][CH2:15][O:16][Si:17]([CH:24]([CH3:26])[CH3:25])([CH:21]([CH3:23])[CH3:22])[CH:18]([CH3:20])[CH3:19])[C:12]2[CH:11]=[CH:10][N:9]=[CH:8][C:7]=2[C:6]=1[NH:27][C:28]1[CH:33]=[CH:32][C:31]([I:39])=[CH:30][C:29]=1[F:38])=[O:4]. Reported procedure: To a cooled (0° C.) solution of 3-(2-fluoro-4-trimethylsilanyl-phenylamino)-1-(2-triisopropylsilanyloxy-ethyl)-1H-pyrrolo[3,2-c]pyridine-2-carboxylic acid methyl ester (1.78 g, 3.20 mmol) in DCM (35 mL) was added iodine monochloride (1M in DCM, 6.40 mL) dropwise over 10 minutes. The mixture was stirred for 1 hour then quenched by the addition of saturated sodium thiosulphate solution. The solution was partitioned between ethyl acetate and an saturated solution of sodium hydrogencarbonate. The or... Starting materials: C(C1=CC=CC=C1)OC(CC1=CSC=C1NC1=C(C=CC=C1Cl)Cl)=O (4-(2,6-dichloroanilino)-3-thiophenacetic acid benzyl ester), [H][H] (hydrogen). The reagents and catalysts are [Pd] (palladium). Solvent: C(C)(=O)OCC (ethyl acetate), C(C)(=O)O (acetic acid). Yields the product ClC1=C(NC=2C(=CSC2)CC(=O)O)C(=CC=C1)Cl (4-(2,6-Dichloroanilino)-3-thiophenacetic acid). RXN SMILES: C([O:8][C:9](=[O:25])[CH2:10][C:11]1[C:15]([NH:16][C:17]2[C:22]([Cl:23])=[CH:21][CH:20]=[CH:19][C:18]=2[Cl:24])=[CH:14][S:13][CH:12]=1)C1C=CC=CC=1.[H][H]>C(OCC)(=O)C.C(O)(=O)C.[Pd]>[Cl:24][C:18]1[CH:19]=[CH:20][CH:21]=[C:22]([Cl:23])[C:17]=1[NH:16][C:15]1[C:11]([CH2:10][C:9]([OH:25])=[O:8])=[CH:12][S:13][CH:14]=1. Reported procedure: 393 mg (1 mmole) of 4-(2,6-dichloroanilino)-3-thiophenacetic acid benzyl ester are subjected to hydrogenolysis (in a mixture of 100 ml of ethyl acetate and 10 ml of glacial acetic acid in a circulatory hydrogenation apparatus in the presence of 50 mg of 10 percent strength palladium-on-active charcoal at room temperature and under atmospheric pressure) until the theoretical amount of hydrogen has been taken up. The catalyst is filtered off, the filtrate is concentrated in vacuo, and the residue ... Starting materials: FC(C1=CC=C(C=O)C=C1)(F)F (4-Trifluoromethylbenzaldehyde), C(C)(=O)[O-].[NH4+] (ammonium acetate), [N+](=O)([O-])C (nitromethane), O (Water). The product is [N+](=O)([O-])C=CC1=CC=C(C=C1)C(F)(F)F (1-(2-nitrovinyl)-4-trifluoromethylbenzene). The yield is 43.0%. Reaction SMILES: [F:1][C:2]([F:12])([F:11])[C:3]1[CH:10]=[CH:9][C:6]([CH:7]=O)=[CH:5][CH:4]=1.C([O-])(=O)C.[NH4+].O.[N+:19]([CH3:22])([O-:21])=[O:20]>>[N+:19]([CH:22]=[CH:7][C:6]1[CH:9]=[CH:10][C:3]([C:2]([F:12])([F:11])[F:1])=[CH:4][CH:5]=1)([O-:21])=[O:20] |f:1.2|. Procedure: 4-Trifluoromethylbenzaldehyde (3.00 g, 17.2 mmol) was dissolved in nitromethane (10 ml), to which ammonium acetate (1.341 g, 17.4 mmol) was added, and the mixture was heated under reflux for 2 hours. Water was added to the mixture, which was extracted with methylene chloride twice, and the extracts were combined and washed with brine, and dried over magnesium sulfate, and then filtered. The filtrate was concentrated under reduced pressure. The residue was purified by silica gel column chromatogr...